From a dataset of the Open Reaction Database (ORD), a public repository of structured organic reaction records. describe an organic reaction: reactants, conditions, products, and yield Reactants: ClC1=NC(=NC(=C1C#CC=1C=NC(=CC1)N)C)N (4-chloro-6-methyl-5-(6-amino-pyridin-3-ylethynyl)-pyrimidin-2-ylamine), C(C)(C)(C)OC(NC1CCNCC1)=O (piperidin-4-yl-carbamic acid tert-butyl ester), C(C)(=O)OCC (ethyl acetate), half, C(=O)([O-])[O-].[Na+].[Na+] (Na2CO3). The solvent is CS(=O)C (DMSO), CN1CCCC1=O (NMP). Yields the product C(C)(C)(C)OC(NC1CCN(CC1)C1=NC(=NC(=C1C#CC=1C=NC(=CC1)N)C)N)=O ({1-[2-Amino-5-(6-amino-pyridin-3-ylethynyl)-6-methyl-pyrimidin-4-yl]-piperidin-4-yl}-carbamic acid tert-butyl ester). Reaction SMILES: Cl[C:2]1[C:7]([C:8]#[C:9][C:10]2[CH:11]=[N:12][C:13]([NH2:16])=[CH:14][CH:15]=2)=[C:6]([CH3:17])[N:5]=[C:4]([NH2:18])[N:3]=1.[C:19]([O:23][C:24](=[O:32])[NH:25][CH:26]1[CH2:31][CH2:30][NH:29][CH2:28][CH2:27]1)([CH3:22])([CH3:21])[CH3:20].C(OCC)(=O)C.C([O-])([O-])=O.[Na+].[Na+]>CN1C(=O)CCC1.CS(C)=O>[C:19]([O:23][C:24](=[O:32])[NH:25][CH:26]1[CH2:31][CH2:30][N:29]([C:2]2[C:7]([C:8]#[C:9][C:10]3[CH:11]=[N:12][C:13]([NH2:16])=[CH:14][CH:15]=3)=[C:6]([CH3:17])[N:5]=[C:4]([NH2:18])[N:3]=2)[CH2:28][CH2:27]1)([CH3:22])([CH3:20])[CH3:21] |f:3.4.5|. Procedure details: The title compound is synthesized according to general procedure GP7 starting from 2.0 g (7.7 mmol) 4-chloro-6-methyl-5-(6-amino-pyridin-3-ylethynyl)-pyrimidin-2-ylamine and 1.7 g (8.47 mmol) piperidin-4-yl-carbamic acid tert-butyl ester using 1.07 ml (7.7 mmol) triethylamine in 3 mL NMP and 12 mL DMSO. 200 mL ethyl acetate and 100 mL half concentrated aqueous Na2CO3 solution are added and the phases are separated. The aqueous phase is extracted 2 times with ethyl acetate (100 mL each). The comb...